The task is: describe an organic reaction: reactants, conditions, products, and yield. This data is from the Open Reaction Database (ORD), a public repository of structured organic reaction records. Starting materials: C12(CC3CC(CC(C1)C3)C2)CO (1-adamantanemethanol), C(C=C)(=O)O (acrylic acid). The product is C(C=C)(=O)OC(C(C)C)OCC12CC3CC(CC(C1)C3)C2 (1-[(1-adamantyl)methoxy]-2-methylpropyl acrylate). Yield: 78.0%. As a reaction SMILES: [C:1]12([CH2:11][OH:12])[CH2:10][CH:5]3[CH2:6][CH:7]([CH2:9][CH:3]([CH2:4]3)[CH2:2]1)[CH2:8]2.[C:13]([OH:17])(=[O:16])[CH:14]=[CH2:15]>>[C:13]([O:17][CH:2]([O:12][CH2:11][C:1]12[CH2:8][CH:7]3[CH2:6][CH:5]([CH2:4][CH:3]([CH2:9]3)[CH2:2]1)[CH2:10]2)[CH:1]([CH3:10])[CH3:8])(=[O:16])[CH:14]=[CH2:15]. Procedure: By following the same procedures as in Examples 1-1-1 to 1-1-3 aside from using 1-adamantanemethanol instead of 2-adamantanol and acrylic acid instead of methacrylic acid, 1-[(1-adamantyl)methoxy]-2-methylpropyl acrylate was produced (four step yield 78%). Reaction conditions: time 30 minute. Product: COS(=O)(=O)[O-].C1(=CC=CC=C1)[S+](C)C (phenyldimethylsulfonium methylsulfate). Reported procedure: To 24.8 g of thioanisole heated to 90° C., 27.8 g of (0.22 mole) of dimethylsulfate was added dropwise with stirring over 30 minutes, while maintaining its temperature at 90°-95° C. Stirring of the mixture at the same temperature for 30 minutes resulted in quantitative formation of phenyldimethylsulfonium methylsulfate (sulfonium salt) which formed a solid mass at room temperature. The solid mass was dissolved in 110 ml of hot dichloromethane, then cooled to 0° C. with stirring to afford a suspe... As a reaction SMILES: [C:1]1([S:7][CH3:8])[CH:6]=[CH:5][CH:4]=[CH:3][CH:2]=1.[CH3:9][O:10][S:11]([O:14]C)(=[O:13])=[O:12]>>[CH3:9][O:10][S:11]([O-:14])(=[O:13])=[O:12].[C:1]1([S+:7]([CH3:9])[CH3:8])[CH:6]=[CH:5][CH:4]=[CH:3][CH:2]=1 |f:2.3|. The reactants are C1(=CC=CC=C1)SC (thioanisole), COS(=O)(=O)OC (dimethylsulfate).